The task is: describe an organic reaction: reactants, conditions, products, and yield. This data is from the Open Reaction Database (ORD), a public repository of structured organic reaction records. The reactants are C1OC=2C=C(C=CC2O1)C=C(C(=O)OC)C(C1=CC(=CC=C1)OCCC)=O (Methyl 3-(3,4 -methylenedioxyphenyl)-2-[3-(prop-1-yloxy)-benzoyl]propenoate), COC(CC(C1=CC(=CC=C1)OCCC)=O)=O (methyl-3-(Prop-1-yloxy)benzoylacetate), C1OC2=CC=C(C=O)C=C2O1 (4-methylenedioxybenzaldehyde). Reagents/catalysts: C(C)(=O)O (acetic acid), N1CCCCC1 (piperidine). Run in C1=CC=CC=C1 (benzene). The product is C1OC=2C=C(C=CC2O1)\C=C(/C(=O)OC)\C(C1=CC(=CC=C1)OCCC)=O (methyl (Z)-3-(3,4-methylenedioxyphenyl)-2-[3-(prop-1-yloxy)-benzoyl]propenoate). Isolated yield 48.0%. RXN SMILES: [CH2:1]1[O:9][C:8]2[CH:7]=[CH:6][C:5]([CH:10]=[C:11]([C:16](=[O:27])[C:17]3[CH:22]=[CH:21][CH:20]=[C:19]([O:23][CH2:24][CH2:25][CH3:26])[CH:18]=3)[C:12]([O:14][CH3:15])=[O:13])=[CH:4][C:3]=2[O:2]1.COC(=O)CC(=O)C1C=CC=C(OCCC)C=1.C1OC2C(=CC=C(C=2)C=O)O1>C1C=CC=CC=1.C(O)(=O)C.N1CCCCC1>[CH2:1]1[O:9][C:8]2[CH:7]=[CH:6][C:5](/[CH:10]=[C:11](/[C:16](=[O:27])[C:17]3[CH:22]=[CH:21][CH:20]=[C:19]([O:23][CH2:24][CH2:25][CH3:26])[CH:18]=3)\[C:12]([O:14][CH3:15])=[O:13])=[CH:4][C:3]=2[O:2]1. Procedure: Methyl 3-(3,4 -methylenedioxyphenyl)-2-[3-(prop-1-yloxy)-benzoyl]propenoate. To a solution of methyl-3-(Prop-1-yloxy)benzoylacetate (10 g, 4.2 mmol) in benzene (50 mL) was added 3, 4-methylenedioxybenzaldehyde (6.36 g, 4.2 mmol) followed by piperidine (0.42 mL, 0.42 mmol) and glacial acetic acid (8 drops approx.). The mixture was refluxed for 2 h. and the volatiles removed in vacuo to give methyl (Z)-3-(3,4-methylenedioxyphenyl)-2-[3-(prop-1-yloxy)-benzoyl]propenoate (7.4 g, 48%) as an off white... The reactants are N1CCCC1 (pyrrolidine), BrC=1C=C(C(=O)OC)C=CC1CBr (Methyl 3-bromo-4-bromomethylbenzoate), C([O-])(O)=O.[Na+] (sodium bicarbonate). The solvent is C1CCOC1 (THF). Conditions: time 8 hour. Product: BrC=1C=C(C(=O)OC)C=CC1CN1CCCC1 (Methyl 3-Bromo-4-[(1-pyrrolidinyl)methyl]benzoate). The yield is 80.0%. RXN SMILES: [Br:1][C:2]1[CH:3]=[C:4]([CH:9]=[CH:10][C:11]=1[CH2:12]Br)[C:5]([O:7][CH3:8])=[O:6].[NH:14]1[CH2:18][CH2:17][CH2:16][CH2:15]1.C(=O)(O)[O-].[Na+]>C1COCC1>[Br:1][C:2]1[CH:3]=[C:4]([CH:9]=[CH:10][C:11]=1[CH2:12][N:14]1[CH2:18][CH2:17][CH2:16][CH2:15]1)[C:5]([O:7][CH3:8])=[O:6] |f:2.3|. Reported procedure: Methyl 3-bromo-4-bromomethylbenzoate (0.61 g; 2.0 mmol) (Part A) was dissolved in THF (10 mL) and pyrrolidine (0.66 mL; 7.9 mmol) was added at room temperature. The mixture was stirred overnight at room temperature, then poured into 80 mL of saturated aqueous aqueous sodium bicarbonate. Extraction was carried out with EtOAc (3×35 mL). The combined organics were washed with brine and dried by passage through sodium sulfate. The product was isolated as a colorless oil (0.46 g; 80% yield) by flash ... The reactants are C1(CCCC1)C1=C(C=C(COC2=CC=3C=C4N(C3C=C2)CCC4CC(=O)O)C=C1)C(F)(F)F (2-(7-(4-cyclopentyl-3-(trifluoromethyl)benzyloxy)-2,3-dihydro-1H-pyrrolo[1,2-a]indol-1-yl)acetic acid), C1CC(=O)N(C1=O)Cl (NCS). Solvent: C(Cl)Cl (DCM), C(Cl)Cl (DCM). Run at temperature 0 celsius, time 15 minute. Yields the product ClC1=C2N(C=3C=CC(=CC13)OCC1=CC(=C(C=C1)C1CCCC1)C(F)(F)F)CCC2CC(=O)O (2-(9-Chloro-7-(4-cyclopentyl-3-(trifluoromethyl)benzyloxy)-2,3-dihydro-1H-pyrrolo[1,2-a]indol-1-yl)acetic Acid). Yield: 87.9%. As a reaction SMILES: [CH:1]1([C:6]2[CH:29]=[CH:28][C:9]([CH2:10][O:11][C:12]3[CH:20]=[CH:19][C:18]4[N:17]5[CH2:21][CH2:22][CH:23]([CH2:24][C:25]([OH:27])=[O:26])[C:16]5=[CH:15][C:14]=4[CH:13]=3)=[CH:8][C:7]=2[C:30]([F:33])([F:32])[F:31])[CH2:5][CH2:4][CH2:3][CH2:2]1.C1C(=O)N([Cl:41])C(=O)C1>C(Cl)Cl>[Cl:41][C:15]1[C:14]2[CH:13]=[C:12]([O:11][CH2:10][C:9]3[CH:28]=[CH:29][C:6]([CH:1]4[CH2:5][CH2:4][CH2:3][CH2:2]4)=[C:7]([C:30]([F:33])([F:31])[F:32])[CH:8]=3)[CH:20]=[CH:19][C:18]=2[N:17]2[CH2:21][CH2:22][CH:23]([CH2:24][C:25]([OH:27])=[O:26])[C:16]=12. Procedure: To a solution of 2-(7-(4-cyclopentyl-3-(trifluoromethyl)benzyloxy)-2,3-dihydro-1H-pyrrolo[1,2-a]indol-1-yl)acetic acid (34 mg, 0.074 mmol) dissolved in DCM (0.500 mL) and cooled to 0° C. was added NCS (9.92 mg, 0.074 mmol). The reaction was stirred at 0° C. for 15 min in a 20 mL sealed scintillation vial. After 15 min, the reaction mixture was diluted with DCM and washed with water (2×10 mL), washed with sodium thiolsulfate pentahydrate (aq.) (2×10 mL), dried over MgSO4 and filtered. The filtrat... Starting materials: CC(=O)O, CC(=O)O, CSCc1cnc(C(F)(F)F)s1, ClCCl, Ic1ccccc1, N#CN. Yields the product CS(Cc1cnc(C(F)(F)F)s1)=NC#N. RXN SMILES: [C:16]([OH:17])(=[O:18])[CH3:19].[C:20]([OH:21])(=[O:22])[CH3:23].[CH3:1][S:2][CH2:3][c:4]1[cH:5][n:6][c:7]([C:9]([F:10])([F:11])[F:12])[s:8]1.[Cl:31][CH2:32][Cl:33].[I:24][c:25]1[cH:26][cH:27][cH:28][cH:29][cH:30]1.[NH2:13][C:14]#[N:15]>>[CH3:1][S:2]([CH2:3][c:4]1[cH:5][n:6][c:7]([C:9]([F:10])([F:11])[F:12])[s:8]1)=[N:15][C:14]#[N:13]. The reactants are C(C)(C)[C@]1(C[C@@H](CC1)N(C1CCOCC1)C)C(=O)OC (methyl (1S,3R)-1-isopropyl-3-[methyl(tetrahydro-2H-pyran-4-yl)amino]cyclopentanecarboxylate), C1CCOC1.CO (THF MeOH), O[Li].O (LiOH.H2O). Solvent: O (water). Run at time 2 day. Yields the product C(C)(C)[C@]1(C[C@@H](CC1)N(C1CCOCC1)C)C(=O)O ((1S,3R)-1-isopropyl-3-[methyl(tetrahydro-2H-pyran-4-yl)amino]cyclopentanecarboxylic acid). The yield is 95.5%. RXN SMILES: [CH:1]([C@:4]1([C:17]([O:19]C)=[O:18])[CH2:8][CH2:7][C@@H:6]([N:9]([CH3:16])[CH:10]2[CH2:15][CH2:14][O:13][CH2:12][CH2:11]2)[CH2:5]1)([CH3:3])[CH3:2].C1COCC1.CO.O[Li].O>O>[CH:1]([C@:4]1([C:17]([OH:19])=[O:18])[CH2:8][CH2:7][C@@H:6]([N:9]([CH3:16])[CH:10]2[CH2:15][CH2:14][O:13][CH2:12][CH2:11]2)[CH2:5]1)([CH3:3])[CH3:2] |f:1.2,3.4|. Reported procedure: A solution of methyl (1S,3R)-1-isopropyl-3-[methyl(tetrahydro-2H-pyran-4-yl)amino]cyclopentanecarboxylate (1.0 g, 3.5 mmol) in 1:1 THF/MeOH (20 mL) was treated with a solution of LiOH.H2O (735 mg) in 10 mL of water. After several hours very little hydrolysis was observed by HPLC-MS analysis so the reaction mixture was warmed to reflux and stirred for 2 days. The pH of the reaction mixture was then adjusted to 7 and the mixture was concentrated. The residue was suspended in 50% methanol/DCM, filt... The reactants are C(C1=CC=CC=C1)N1C[C@@H](CC1)NC1=NC(=C(C(=O)OCC)C=C1F)Cl (ethyl 6-{[(3R)-1-benzyl-3-pyrrolidinyl]amino}-2-chloro-5-fluoronicotinate), C(=O)[O-].[NH4+] (ammonium formate). The reagents and catalysts are [Pd] (Pd/C). Run in C(C)O (ethanol). Conditions: time 1 hour. The product is C(C1=CC=CC=C1)N1C[C@@H](CC1)NC1=NC=C(C(=O)OCC)C=C1F (ethyl 6-{[(3R)-1-benzyl-3-pyrrolidinyl]amino}-5-fluoronicotinate). The yield is 66.5%. RXN SMILES: [CH2:1]([N:8]1[CH2:12][CH2:11][C@@H:10]([NH:13][C:14]2[C:24]([F:25])=[CH:23][C:17]([C:18]([O:20][CH2:21][CH3:22])=[O:19])=[C:16](Cl)[N:15]=2)[CH2:9]1)[C:2]1[CH:7]=[CH:6][CH:5]=[CH:4][CH:3]=1.C([O-])=O.[NH4+]>C(O)C.[Pd]>[CH2:1]([N:8]1[CH2:12][CH2:11][C@@H:10]([NH:13][C:14]2[C:24]([F:25])=[CH:23][C:17]([C:18]([O:20][CH2:21][CH3:22])=[O:19])=[CH:16][N:15]=2)[CH2:9]1)[C:2]1[CH:7]=[CH:6][CH:5]=[CH:4][CH:3]=1 |f:1.2|. Procedure details: To a solution of ethyl 6-{[(3R)-1-benzyl-3-pyrrolidinyl]amino}-2-chloro-5-fluoronicotinate (500 mg) in ethanol (20 mL) were added ammonium formate (584 mg) and 10% Pd/C (300 mg) at 25° C. and the mixture was heated to reflux with stirring for 1 hour. After cooling, the catalyst in the reaction mixture was removed by filtration. The filtrate was evaporated in vacuo. To the residue were added CH2Cl2(30 ml), ethanol (7 mL), and benzaldehyde (140 mg) at 25° C. After stirring for 5 minutes, sodium tr... The reactants are [BH3-]C#N, CO, Cl, Nc1ccccc1, [Na+], COC(=O)C1CN(Cc2ccccc2)CC(C)C1=O. Product: COC(=O)C1CN(Cc2ccccc2)CC(C)C1Nc1ccccc1. RXN SMILES: [C:1]([BH3-:2])#[N:3].[CH3:32][OH:33].[ClH:31].[NH2:24][c:25]1[cH:26][cH:27][cH:28][cH:29][cH:30]1.[Na+:4].[c:5]1([CH2:11][N:12]2[CH2:13][CH:14]([CH3:23])[C:15](=[O:22])[CH:16]([C:18](=[O:19])[O:20][CH3:21])[CH2:17]2)[cH:6][cH:7][cH:8][cH:9][cH:10]1>>[c:5]1([CH2:11][N:12]2[CH2:13][CH:14]([CH3:23])[CH:15]([NH:24][c:25]3[cH:26][cH:27][cH:28][cH:29][cH:30]3)[CH:16]([C:18](=[O:19])[O:20][CH3:21])[CH2:17]2)[cH:6][cH:7][cH:8][cH:9][cH:10]1. Reactants: COCCOC, CC1=CC(C)(C(=O)Nc2cccc3c2C(C)CC3(C)C)NN1C, CSP1(=S)SP(=S)(SC)S1. Yields the product CC1=CC(C)(C(=S)Nc2cccc3c2C(C)CC3(C)C)NN1C. RXN SMILES: [CH2:34]([CH2:35][O:36][CH3:37])[O:38][CH3:39].[CH3:1][N:2]1[NH:3][C:4]([C:8](=[O:9])[NH:10][c:11]2[c:12]3[c:16]([cH:17][cH:18][cH:19]2)[C:15]([CH3:20])([CH3:21])[CH2:14][CH:13]3[CH3:22])([CH3:23])[CH:5]=[C:6]1[CH3:7].[CH3:24][S:25][P:26]1(=[S:27])[S:28][P:29](=[S:30])([S:31][CH3:32])[S:33]1>>[CH3:1][N:2]1[NH:3][C:4]([C:8]([NH:10][c:11]2[c:12]3[c:16]([cH:17][cH:18][cH:19]2)[C:15]([CH3:20])([CH3:21])[CH2:14][CH:13]3[CH3:22])=[S:25])([CH3:23])[CH:5]=[C:6]1[CH3:7].